This data is from the Open Reaction Database (ORD), a public repository of structured organic reaction records. The task is: describe an organic reaction: reactants, conditions, products, and yield Reactants: ClCCl, CC(C)CCCC(C)CCCC(C)CCCC(C)CCCC(=O)O, O=S(Cl)Cl, c1ccncc1. Yields the product CC(C)CCCC(C)CCCC(C)CCCC(C)CCCC(=O)O, [Cl-]. RXN SMILES: [CH2:35]([Cl:36])[Cl:37].[CH3:7][CH:8]([CH2:9][CH2:10][CH2:11][C:12](=[O:13])[OH:14])[CH2:15][CH2:16][CH2:17][CH:18]([CH2:19][CH2:20][CH2:21][CH:22]([CH2:23][CH2:24][CH2:25][CH:26]([CH3:27])[CH3:28])[CH3:29])[CH3:30].[S:31]([Cl:32])([Cl:33])=[O:34].[cH:1]1[cH:2][cH:3][n:4][cH:5][cH:6]1>>[CH3:7][CH:8]([CH2:9][CH2:10][CH2:11][C:12](=[O:13])[OH:14])[CH2:15][CH2:16][CH2:17][CH:18]([CH2:19][CH2:20][CH2:21][CH:22]([CH2:23][CH2:24][CH2:25][CH:26]([CH3:27])[CH3:28])[CH3:29])[CH3:30].[Cl-:33]. The reactants are OC1=C(C=CC(=C1CCC)O)C(C)=O (1-(2,4-dihydroxy-3-propylphenyl)ethanone), C(C)OC(COC1=C(C(=C(C=C1)C(C)=O)OCCCBr)CCC)=O (4-acetyl-3-(3-bromopropoxy)-2-propylphenoxy acetic acid ethyl ester), C([O-])([O-])=O.[K+].[K+] (potassium carbonate), [I-].[K+] (potassium iodide). Solvent: CC(=O)C (acetone), CN(C=O)C (dimethylformamide). Product: C(C)OC(COC1=C(C(=C(C=C1)C(C)=O)OCCCOC1=C(C(=C(C=C1)C(C)=O)O)CCC)CCC)=O ([4-acetyl-3-[3-(4-acetyl-3-hydroxy-2-propylphenoxy)propoxy]-2-propylphenoxy]acetic acid ethyl ester). Isolated yield 68.0%. As a reaction SMILES: [OH:1][C:2]1[C:7]([CH2:8][CH2:9][CH3:10])=[C:6]([OH:11])[CH:5]=[CH:4][C:3]=1[C:12](=[O:14])[CH3:13].[CH2:15]([O:17][C:18](=[O:38])[CH2:19][O:20][C:21]1[CH:26]=[CH:25][C:24]([C:27](=[O:29])[CH3:28])=[C:23]([O:30][CH2:31][CH2:32][CH2:33]Br)[C:22]=1[CH2:35][CH2:36][CH3:37])[CH3:16].C(=O)([O-])[O-].[K+].[K+].[I-].[K+]>CC(C)=O.CN(C)C=O>[CH2:15]([O:17][C:18](=[O:38])[CH2:19][O:20][C:21]1[CH:26]=[CH:25][C:24]([C:27](=[O:29])[CH3:28])=[C:23]([O:30][CH2:31][CH2:32][CH2:33][O:11][C:6]2[CH:5]=[CH:4][C:3]([C:12](=[O:14])[CH3:13])=[C:2]([OH:1])[C:7]=2[CH2:8][CH2:9][CH3:10])[C:22]=1[CH2:35][CH2:36][CH3:37])[CH3:16] |f:2.3.4,5.6|. Procedure details: A mixture of 1.17 g of 1-(2,4-dihydroxy-3-propylphenyl)ethanone, 2.41 g of 4-acetyl-3-(3-bromopropoxy)-2-propylphenoxy acetic acid ethyl ester, 1.66 g of anhydrous potassium carbonate and 0.1 g of potassium iodide in 15 ml of anhydrous acetone and 15 ml of anhydrous dimethylformamide was stirred at reflux for 18 hours. The solvent was removed in vacuo, 50 ml of 0.1N hydrochloric acid was added to the residue and the product was extracted with methylene chloride. The dried, over sodium sulfate, e...